From a dataset of the Open Reaction Database (ORD), a public repository of structured organic reaction records. describe an organic reaction: reactants, conditions, products, and yield Starting materials: NC=1SC=C(C1Cl)S(=O)(=O)C(C)C (2-Amino-3-chloro-4-isopropylsulfonylthiophene), C(C)(C)(C)C1=CC=C(C=C1)N=C=O (4-t-butylphenylisocyanate). Run in N1=CC=CC=C1 (pyridine). Product: ClC1=C(SC=C1S(=O)(=O)C(C)C)NC(=O)NC1=CC=C(C=C1)C(C)(C)C (N-[3-chloro-4-(isopropylsulfonyl)thien-2-yl]-N'-(4-t-butyl-phenyl)urea). Isolated yield 35.5%. As a reaction SMILES: [NH2:1][C:2]1[S:3][CH:4]=[C:5]([S:8]([CH:11]([CH3:13])[CH3:12])(=[O:10])=[O:9])[C:6]=1[Cl:7].[C:14]([C:18]1[CH:23]=[CH:22][C:21]([N:24]=[C:25]=[O:26])=[CH:20][CH:19]=1)([CH3:17])([CH3:16])[CH3:15]>N1C=CC=CC=1>[Cl:7][C:6]1[C:5]([S:8]([CH:11]([CH3:13])[CH3:12])(=[O:10])=[O:9])=[CH:4][S:3][C:2]=1[NH:1][C:25]([NH:24][C:21]1[CH:22]=[CH:23][C:18]([C:14]([CH3:17])([CH3:16])[CH3:15])=[CH:19][CH:20]=1)=[O:26]. Procedure details: 2-Amino-3-chloro-4-isopropylsulfonylthiophene (260 mg) was stirred for 4 hours with 4-t-butylphenylisocyanate (119 mg) in 1 mL of pyridine at 60 ∞C. The pyridine was evaporated to dryness and the residue taken up in a mixture of ethyl acetate and 1N hydrochloric acid. The ethyl acetate layer was washed with water, saturated sodium bicarbonate and brine, and dried over anhydrous magnesium sulfate. Concentration and crystallization of the residue from ethanol and water gave 100 mg of N-[3-chloro-4... The reactants are ClC1=C(C(=CC(=C1)C(F)(F)F)Cl)N1N=CC(=N1)C=O (2-(2,6-dichloro-4-trifluoromethylphenyl)-2H-1,2,3-triazole-4-carboxaldehyde), O (water). Reagents/catalysts: [O-2].[O-2].[O-2].[Cr+6] (chromium trioxide). The solvent is S(O)(O)(=O)=O (sulphuric acid). The product is ClC1=C(C(=CC(=C1)C(F)(F)F)Cl)N1N=CC(=N1)C(=O)O (2-(2,6-dichloro-4-trifluoromethylphenyl)-2H-1,2,3-triazole-4-carboxylic acid). As a reaction SMILES: [Cl:1][C:2]1[CH:7]=[C:6]([C:8]([F:11])([F:10])[F:9])[CH:5]=[C:4]([Cl:12])[C:3]=1[N:13]1[N:17]=[C:16]([CH:18]=[O:19])[CH:15]=[N:14]1.[OH2:20]>S(=O)(=O)(O)O.[O-2].[O-2].[O-2].[Cr+6]>[Cl:12][C:4]1[CH:5]=[C:6]([C:8]([F:11])([F:9])[F:10])[CH:7]=[C:2]([Cl:1])[C:3]=1[N:13]1[N:17]=[C:16]([C:18]([OH:20])=[O:19])[CH:15]=[N:14]1 |f:3.4.5.6|. Procedure details: 2-(2,6-dichloro-4-trifluoromethylphenyl)-2H-1,2,3-triazole-4-carboxaldehyde (1 g) was oxidised using chromium trioxide (26.67 g) in water (40 ml) and concentrated sulphuric acid (23 ml), made up to 100 ml. The product was extracted with ether and worked up in conventional manner to give 2-(2,6-dichloro-4-trifluoromethylphenyl)-2H-1,2,3-triazole-4-carboxylic acid, m.p. 155°-157°. Run in ClCCl (dichloromethane). Procedure details: To a solution of 4-methoxybenzyl 4-(N-benzyloxycarbonyl-L-valyloxy)-cyclohexanoate (12 g, 24.1 mmole) in dichloromethane (100 ml) was added trifluoroacetic acid (20 ml) and the mixture was stirred for 3 hours at room temperature. The solution was evaporated under reduced pressure and coevaporated two times with toluene. The residue was stirred 1 hour with about 100 ml ethanol and the white solid was filtered (byproduct). The solution was evaporated under reduced pressure and the product was isol... RXN SMILES: [CH2:1]([O:8][C:9]([NH:11][C@H:12]([C:16]([O:18][CH:19]1[CH2:24][CH2:23][CH:22]([C:25]([O:27]CC2C=CC(OC)=CC=2)=[O:26])[CH2:21][CH2:20]1)=[O:17])[CH:13]([CH3:15])[CH3:14])=[O:10])[C:2]1[CH:7]=[CH:6][CH:5]=[CH:4][CH:3]=1.FC(F)(F)C(O)=O>ClCCl>[CH2:1]([O:8][C:9]([NH:11][C@H:12]([C:16]([O:18][CH:19]1[CH2:24][CH2:23][CH:22]([C:25]([OH:27])=[O:26])[CH2:21][CH2:20]1)=[O:17])[CH:13]([CH3:15])[CH3:14])=[O:10])[C:2]1[CH:3]=[CH:4][CH:5]=[CH:6][CH:7]=1. Yields the product C(C1=CC=CC=C1)OC(=O)N[C@@H](C(C)C)C(=O)OC1CCC(CC1)C(=O)O (4-(N-benzyloxycarbonyl-L-valyloxy) cyclohexanoic acid). Reaction conditions: time 3 hour. Starting materials: C(C1=CC=CC=C1)OC(=O)N[C@@H](C(C)C)C(=O)OC1CCC(CC1)C(=O)OCC1=CC=C(C=C1)OC (4-methoxybenzyl 4-(N-benzyloxycarbonyl-L-valyloxy)-cyclohexanoate), FC(C(=O)O)(F)F (trifluoroacetic acid). Isolated yield 97.5%. Reaction SMILES: [C-:1]1([C:6]([CH:8]([CH2:14][CH2:15][CH2:16][CH2:17][CH2:18][CH2:19][CH2:20][CH2:21][CH3:22])[C:9]([O:11]CC)=[O:10])=[O:7])[CH:5]=[CH:4][CH:3]=[CH:2]1.[CH-:23]1[CH:27]=[CH:26][CH:25]=[CH:24]1.[Fe+2:28].[OH-].[K+]>C(O)C>[C-:1]1([C:6]([CH:8]([CH2:14][CH2:15][CH2:16][CH2:17][CH2:18][CH2:19][CH2:20][CH2:21][CH3:22])[C:9]([OH:11])=[O:10])=[O:7])[CH:2]=[CH:3][CH:4]=[CH:5]1.[CH-:23]1[CH:27]=[CH:26][CH:25]=[CH:24]1.[Fe+2:28] |f:0.1.2,3.4,6.7.8|. Product: [C-]1(C=CC=C1)C(=O)C(C(=O)O)CCCCCCCCC.[CH-]1C=CC=C1.[Fe+2] (ferrocenoylundecanic acid). Run in C(C)O (ethanol). Procedure details: An amount of 12.4 g of ethyl ferrocenoylundecanate prepared in (1) above and 2.9 g of potassium hydroxide were refluxed for 2 hours in an ethanol solvent and then was subjected to acid treatment to obtain 11.3 g of ferrocenoylundecanic acid represented by the following formula: ##STR27## The reactants are [C-]1(C=CC=C1)C(=O)C(C(=O)OCC)CCCCCCCCC.[CH-]1C=CC=C1.[Fe+2] (ethyl ferrocenoylundecanate), ( 1 ), [OH-].[K+] (potassium hydroxide). The reactants are Cc1cc(C#N)cc(C)c1O, OCC(C1CCCCC1)n1c(-c2ccc(Cl)cc2)nc2cc(F)c(F)cc21, C1CCOC1. Yields the product Cc1cc(C#N)cc(C)c1OCC(C1CCCCC1)n1c(-c2ccc(Cl)cc2)nc2cc(F)c(F)cc21. As a reaction SMILES: [CH3:28][c:29]1[cH:30][c:31]([C:32]#[N:33])[cH:34][c:35]([CH3:38])[c:36]1[OH:37].[Cl:1][c:2]1[cH:3][cH:4][c:5](-[c:8]2[n:9][c:10]3[c:11]([n:12]2[CH:13]([CH2:14][OH:15])[CH:16]2[CH2:17][CH2:18][CH2:19][CH2:20][CH2:21]2)[cH:22][c:23]([F:27])[c:24]([F:26])[cH:25]3)[cH:6][cH:7]1.[O:39]1[CH2:40][CH2:41][CH2:42][CH2:43]1>>[Cl:1][c:2]1[cH:3][cH:4][c:5](-[c:8]2[n:9][c:10]3[c:11]([n:12]2[CH:13]([CH2:14][O:15][c:36]2[c:29]([CH3:28])[cH:30][c:31]([C:32]#[N:33])[cH:34][c:35]2[CH3:38])[CH:16]2[CH2:17][CH2:18][CH2:19][CH2:20][CH2:21]2)[cH:22][c:23]([F:27])[c:24]([F:26])[cH:25]3)[cH:6][cH:7]1. Starting materials: [BH3-]C#N, CC(C)(C)OC(=O)C1CC2(c3ccccc3)C(=O)CCC1N2Cc1ccccc1, Cc1ccccc1, NCc1ccccc1, [Na+], O, Cc1ccc(S(=O)(=O)O)cc1. The product is CC(C)(C)OC(=O)C1CC2(c3ccccc3)C(NCc3ccccc3)CCC1N2Cc1ccccc1. Reaction SMILES: [C:50]([BH3-:51])#[N:52].[CH2:1]([c:2]1[cH:3][cH:4][cH:5][cH:6][cH:7]1)[N:8]1[C:9]2([c:24]3[cH:25][cH:26][cH:27][cH:28][cH:29]3)[C:10](=[O:23])[CH2:11][CH2:12][CH:13]1[CH:14]([C:16](=[O:17])[O:18][C:19]([CH3:20])([CH3:21])[CH3:22])[CH2:15]2.[CH3:54][c:55]1[cH:56][cH:57][cH:58][cH:59][cH:60]1.[NH2:42][CH2:43][c:44]1[cH:45][cH:46][cH:47][cH:48][cH:49]1.[Na+:53].[OH2:30].[c:31]1([CH3:32])[cH:33][cH:34][c:35]([S:36]([OH:37])(=[O:38])=[O:39])[cH:40][cH:41]1>>[CH2:1]([c:2]1[cH:3][cH:4][cH:5][cH:6][cH:7]1)[N:8]1[C:9]2([c:24]3[cH:25][cH:26][cH:27][cH:28][cH:29]3)[CH:10]([NH:42][CH2:43][c:44]3[cH:45][cH:46][cH:47][cH:48][cH:49]3)[CH2:11][CH2:12][CH:13]1[CH:14]([C:16](=[O:17])[O:18][C:19]([CH3:20])([CH3:21])[CH3:22])[CH2:15]2. The reactants are O (water), [OH-].[Na+] (sodium hydroxide), O (water), ClC1=CC=C(C=C1)S(=O)(=O)N([C@@H](CCN=[N+]=[N-])C)C1=C(C=CC(=C1)Cl)Cl (4-chloro-N-(2,5-dichlorophenyl)-N-[(R)-1-methyl-3-azidopropyl]benzenesulfonamide), [H-].[Al+3].[Li+].[H-].[H-].[H-] (lithium aluminum hydride). The solvent is C1CCOC1 (THF). Run at temperature 0 celsius, time 1 hour. Yields the product C[C@H](CCN)NS(=O)(=O)C1=CC=CC=C1 (N-[(R)-1-methyl-3-aminopropyl]benzenesulfonamide). The yield is 85.0%. As a reaction SMILES: Cl[C:2]1[CH:7]=[CH:6][C:5]([S:8]([N:11](C2C=C(Cl)C=CC=2Cl)[C@H:12]([CH3:18])[CH2:13][CH2:14][N:15]=[N+]=[N-])(=[O:10])=[O:9])=[CH:4][CH:3]=1.[H-].[Al+3].[Li+].[H-].[H-].[H-].O.[OH-].[Na+]>C1COCC1>[CH3:18][C@@H:12]([NH:11][S:8]([C:5]1[CH:6]=[CH:7][CH:2]=[CH:3][CH:4]=1)(=[O:10])=[O:9])[CH2:13][CH2:14][NH2:15] |f:1.2.3.4.5.6,8.9|. Procedure details: To a solution of 4-chloro-N-(2,5-dichlorophenyl)-N-[(R)-1-methyl-3-azidopropyl]benzenesulfonamide (0.941 g, 2.16 mmol) in THF (21 mL) was added lithium aluminum hydride (4.33 mL, 1 M in THF) at 0° C. under nitrogen atmosphere. The resulting mixture was allowed to stir at 0° C. for 1 h and subsequently treated by successive dropwise addition of 0.165 mL of water, 0.165 mL of 15% sodium hydroxide solution, and 0.493 mL of water. The mixture was filtered and concentrated under reduced pressure. Sil... Starting materials: N1([C@H](C(=O)N[C@@H](CC2=CC=CC=C2)C(=O)N[C@@H](CC2=CC=CC=C2)C(=O)NN)CCC1)C(=O)OC(C)(C)C (BocPro-Phe-PheNHNH2), NCC(=O)N[C@@H](CC(C)C)C(=O)N[C@H](CCSC)C(=O)N (HGly-Leu-DMetNH2), acyl azide. The product is N1([C@H](C(=O)N[C@@H](CC2=CC=CC=C2)C(=O)N[C@@H](CC2=CC=CC=C2)C(=O)NCC(=O)N[C@@H](CC(C)C)C(=O)N[C@H](CCSC)C(=O)N)CCC1)C(=O)OC(C)(C)C (BocPro-Phe-Phe-Gly-Leu-DMetNH2). Isolated yield 60.0%. As a reaction SMILES: [N:1]1([C:32]([O:34][C:35]([CH3:38])([CH3:37])[CH3:36])=[O:33])[CH2:31][CH2:30][CH2:29][C@H:2]1[C:3]([NH:5][C@H:6]([C:14]([NH:16][C@H:17]([C:25]([NH:27]N)=[O:26])[CH2:18][C:19]1[CH:24]=[CH:23][CH:22]=[CH:21][CH:20]=1)=[O:15])[CH2:7][C:8]1[CH:13]=[CH:12][CH:11]=[CH:10][CH:9]=1)=[O:4].N[CH2:40][C:41]([NH:43][C@H:44]([C:49]([NH:51][C@@H:52]([C:57]([NH2:59])=[O:58])[CH2:53][CH2:54][S:55][CH3:56])=[O:50])[CH2:45][CH:46]([CH3:48])[CH3:47])=[O:42]>>[N:1]1([C:32]([O:34][C:35]([CH3:38])([CH3:37])[CH3:36])=[O:33])[CH2:31][CH2:30][CH2:29][C@H:2]1[C:3]([NH:5][C@H:6]([C:14]([NH:16][C@H:17]([C:25]([NH:27][CH2:40][C:41]([NH:43][C@H:44]([C:49]([NH:51][C@@H:52]([C:57]([NH2:59])=[O:58])[CH2:53][CH2:54][S:55][CH3:56])=[O:50])[CH2:45][CH:46]([CH3:48])[CH3:47])=[O:42])=[O:26])[CH2:18][C:19]1[CH:24]=[CH:23][CH:22]=[CH:21][CH:20]=1)=[O:15])[CH2:7][C:8]1[CH:13]=[CH:12][CH:11]=[CH:10][CH:9]=1)=[O:4]. Reported procedure: Condensation of BocPro-Phe-PheNHNH2 (Example 1, 1.93 g.) and HGly-Leu-DMetNH2 (1.31 g.) by the acyl azide method (Yajima et al., Chem. Pharm. Bull., vol. 19, p. 1900, 1971) gave BocPro-Phe-Phe-Gly-Leu-DMetNH2 in 60% yield. De-t-butoxycarbonylation of BocPro-Phe-Phe-Gly-Leu-DMetNH2 (1.6 g.) using hydrogen chloride in acetic acid gave HPro-Phe-Phe-Gly-Leu-DMetNH2, which was isolated as the amorphous white solid phosphate (1:1) slat sesquihydrate in 72% yield. The reactants are S(=O)(=O)([O-])C1=CC=C(C)C=C1.CC=1SC2=C([N+]1C)C=CC(=C2)S(=O)(=O)O (2,3-dimethyl-6-sulfobenzothiazolium tosylate), ClC(CCCC(=O)OC)=O (methyl 5-chloro-5-oxovalerate). The solvent is N1=CC=CC=C1 (pyridine). Run at temperature 55 celsius. The product is COC(=O)CCCC(C=C1SC2=C(N1C)C=CC=C2)=O (2-(5-methoxycarbonyl-2-oxopentylidene)-3-methyl-3H-benzothiazole). Reaction SMILES: S(C1C=CC(C)=CC=1)([O-])(=O)=O.[CH3:12][C:13]1[S:14][C:15]2[CH:22]=[C:21](S(O)(=O)=O)[CH:20]=[CH:19][C:16]=2[N+:17]=1[CH3:18].Cl[C:28](=[O:36])[CH2:29][CH2:30][CH2:31][C:32]([O:34][CH3:35])=[O:33]>N1C=CC=CC=1>[CH3:35][O:34][C:32]([CH2:31][CH2:30][CH2:29][C:28](=[O:36])[CH:12]=[C:13]1[N:17]([CH3:18])[C:16]2[CH:19]=[CH:20][CH:21]=[CH:22][C:15]=2[S:14]1)=[O:33] |f:0.1|. Procedure: To 1.7 g of 2,3-dimethyl-6-sulfobenzothiazolium tosylate in 20 mL of pyridine at room temperature is added 1.03 mL of methyl 5-chloro-5-oxovalerate. The mixture is heated at 50-60° C. for 3 hours. The pyridine solvent is removed under reduced pressure, and the reaction is worked up with chloroform and brine, and purified by silica gel column to yield 0.92 g of 2-(5-methoxycarbonyl-2-oxopentylidene)-3-methyl-3H-benzothiazole. A mixture of 0.45 g of this benzothiazole and 0.45 g of phosphorous oxy...